Dataset: the Open Reaction Database (ORD), a public repository of structured organic reaction records. Task: describe an organic reaction: reactants, conditions, products, and yield Reactants: Intermediate 20.1, ClC1=NC=C(C(=N1)C1=C(C=C(C=C1)F)OCC)F (2-chloro-4-(2-ethoxy-4-fluorophenyl)-5-fluoropyrimidine), FC=1C=C(N)C=C(C1)CSC (3-fluoro-5-[(methylsulfanyl)-methyl]aniline). Yields the product Intermediate 36.2, C(C)OC1=C(C=CC(=C1)F)C1=NC(=NC=C1F)NC1=CC(=CC(=C1)CSC)F (4-(2-Ethoxy-4-fluorophenyl)-5-fluoro-N-{3-fluoro-5-[(methylsulfanyl)methyl]phenyl}pyrimidin-2-amine). As a reaction SMILES: Cl[C:2]1[N:7]=[C:6]([C:8]2[CH:13]=[CH:12][C:11]([F:14])=[CH:10][C:9]=2[O:15][CH2:16][CH3:17])[C:5]([F:18])=[CH:4][N:3]=1.[F:19][C:20]1[CH:21]=[C:22]([CH:24]=[C:25]([CH2:27][S:28][CH3:29])[CH:26]=1)[NH2:23]>>[CH2:16]([O:15][C:9]1[CH:10]=[C:11]([F:14])[CH:12]=[CH:13][C:8]=1[C:6]1[C:5]([F:18])=[CH:4][N:3]=[C:2]([NH:23][C:22]2[CH:24]=[C:25]([CH2:27][S:28][CH3:29])[CH:26]=[C:20]([F:19])[CH:21]=2)[N:7]=1)[CH3:17]. Reported procedure: Intermediate 36.2 was prepared under similar conditions as described in the preparation of Intermediate 20.1 using 2-chloro-4-(2-ethoxy-4-fluorophenyl)-5-fluoropyrimidine and 3-fluoro-5-[(methylsulfanyl)-methyl]aniline. The residue was purified by chromatography (hexane to hexane/ethyl acetate 7:3) to give the desired product.